The task is: describe an organic reaction: reactants, conditions, products, and yield. This data is from the Open Reaction Database (ORD), a public repository of structured organic reaction records. Reactants: substituted 1-indanone-2-phosphonate, BrC1C(C2=CC(=C(C=C2C1)OC)OC)=O (2-bromo-5,6-dimethoxyindanone), P(OCC)(OCC)OCC (triethyl phosphite), C(C1=CC=CC=C1)N1CCC(CC1)C=O (1-benzylpiperidine-4-carboxaldehyde), C(C)(C)[N-]C(C)C.[Li+] (lithium diisopropylamide). The reagents and catalysts are [Pd] (palladium on carbon). The solvent is O1CCCC1 (tetrahydrofuran). Yields the product COC=1C=C2C(=CC1OC)C(=O)C(C2)CC3CCN(CC3)CC=4C=CC=CC4 (donepezil). Isolated yield 50.8%. Reaction SMILES: Br[CH:2]1[CH2:10][C:9]2[C:4](=[CH:5][C:6]([O:13][CH3:14])=[C:7]([O:11][CH3:12])[CH:8]=2)[C:3]1=[O:15].P(OCC)(OCC)OCC.[CH2:26]([N:33]1[CH2:38][CH2:37][CH:36]([CH:39]=O)[CH2:35][CH2:34]1)[C:27]1[CH:32]=[CH:31][CH:30]=[CH:29][CH:28]=1.C([N-]C(C)C)(C)C.[Li+]>[Pd].O1CCCC1>[CH3:12][O:11][C:7]1[CH:8]=[C:9]2[CH2:10][CH:2]([CH2:39][CH:36]3[CH2:35][CH2:34][N:33]([CH2:26][C:27]4[CH:28]=[CH:29][CH:30]=[CH:31][CH:32]=4)[CH2:38][CH2:37]3)[C:3](=[O:15])[C:4]2=[CH:5][C:6]=1[O:13][CH3:14] |f:3.4|. Reported procedure: There are many processes as disclosed in the prior arts for producing donepezil of formula 1. U.S. Pat. No. 4,895,841 wherein substituted 1-indanone-2-phosphonate prepared from 2-bromo-5,6-dimethoxyindanone and triethyl phosphite, is treated with 1-benzylpiperidine-4-carboxaldehyde in the presence of a strong base, such as lithium diisopropylamide (LDA), followed by catalytic reduction using palladium on carbon in tetrahydrofuran (40 volumes) to yield donepezil with an overall yield of 50.8%. Th...